This data is from the Open Reaction Database (ORD), a public repository of structured organic reaction records. The task is: describe an organic reaction: reactants, conditions, products, and yield Reactants: Example 1 ( a ), C(Cl)(Cl)Cl.CO (chloroform methanol), COC=1C=C2C(NC=NC2=CC1OC)=O (6,7-dimethoxy-4(3H)-quinazolinone), BrCCBr (1,2-dibromoethane). Run in CN(C=O)C (dimethylformamide). Yields the product COC=1C=C2C(N(C=NC2=CC1OC)CCBr)=O (1-(6,7-Dimethoxy-4(3H)-quinazolinone-3-yl)-2-bromo-ethane). As a reaction SMILES: [CH3:1][O:2][C:3]1[CH:4]=[C:5]2[C:10](=[CH:11][C:12]=1[O:13][CH3:14])[N:9]=[CH:8][NH:7][C:6]2=[O:15].[Br:16][CH2:17][CH2:18]Br.C(Cl)(Cl)Cl.CO>CN(C)C=O>[CH3:1][O:2][C:3]1[CH:4]=[C:5]2[C:10](=[CH:11][C:12]=1[O:13][CH3:14])[N:9]=[CH:8][N:7]([CH2:18][CH2:17][Br:16])[C:6]2=[O:15] |f:2.3|. Reported procedure: 1-(6,7-Dimethoxy-4(3H)-quinazolinone-3-yl)-2-bromo-ethane was prepared analogous to Example 1 (a) by reaction of 6,7-dimethoxy-4(3H)-quinazolinone with 1,2-dibromoethane in dimethylformamide. Viscous oil. Rf -value (chloroform/methanol = 9/1) : 0.85. Starting materials: C (charcoal), BrC1=CC(=C(CN2C(C(C3=CC=CC(=C23)Cl)=O)=O)C=C1)F (1-(4-bromo-2-fluorobenzyl)-7-chloro-indoline-2,3-dione), C(C)O (ethanol), [C-]#N.[K+] (potassium cyanide), C([O-])([O-])=O.[NH4+].[NH4+] (ammonium carbonate). The solvent is O (water). Conditions: time 4 hour. The product is BrC1=CC(=C(CN2C(C3(C4=CC=CC(=C24)Cl)NC(NC3=O)=O)=O)C=C1)F ((±)-1'-(4-bromo-2-fluoro-benzyl)-7'-chloro-spiro-(imidazolidine-4,3'-indoline)2,2',5-trione). Reaction SMILES: [Br:1][C:2]1[CH:20]=[CH:19][C:5]([CH2:6][N:7]2[C:15]3[C:10](=[CH:11][CH:12]=[CH:13][C:14]=3[Cl:16])[C:9](=O)[C:8]2=[O:18])=[C:4]([F:21])[CH:3]=1.[C-]#N.[K+].[C:25](=[O:28])([O-])[O-].[NH4+:29].[NH4+:30].C.[CH2:32]([OH:34])C>O>[Br:1][C:2]1[CH:20]=[CH:19][C:5]([CH2:6][N:7]2[C:15]3[C:10](=[CH:11][CH:12]=[CH:13][C:14]=3[Cl:16])[C:9]3([C:32](=[O:34])[NH:30][C:25](=[O:28])[NH:29]3)[C:8]2=[O:18])=[C:4]([F:21])[CH:3]=1 |f:1.2,3.4.5|. Procedure: A stirred suspension of 1-(4-bromo-2-fluorobenzyl)-7-chloro-indoline-2,3-dione (96 g.) in ethanol (1500 ml.) was treated with a solution of potassium cyanide (21.0 g.) and ammonium carbonate (300 g.) in water (1500 ml.). The mixture was stirred at 45°-50° C. for 4 hours. Activated charcoal (50 g.) was added and the mixture was stirred for a further hour at 45°-50° C. The hot mixture was filtered through diatomaceous earth and the filter cake was washed with aqueous ethanol (2×200 ml.; 1:1 v/v) a... Starting materials: ClC=1C=CC2=C(C(CC3=C(S2)C=CC(=C3)C)N3CCNCC3)C1 (1-(8-chloro-10,11-dihydro-2-methyl-dibenzo[b,f]thiepin-10-yl)-piperazine), ClCCN1C(OCC1)=O (N-(beta-chloroethyl)oxazolidinone). Yields the product ClC=1C=CC2=C(C(CC3=C(S2)C=CC(=C3)C)N3CCN(CC3)CCN3C(OCC3)=O)C1 (3-{2-[4-(8-chloro-10,11-dihydro-2-methyl-dibenzo[b,f]thiepin-10-yl)-1-piperazinyl]-ethyl}-2-oxazolidinone). As a reaction SMILES: [Cl:1][C:2]1[CH:3]=[CH:4][C:5]2[S:11][C:10]3[CH:12]=[CH:13][C:14]([CH3:16])=[CH:15][C:9]=3[CH2:8][CH:7]([N:17]3[CH2:22][CH2:21][NH:20][CH2:19][CH2:18]3)[C:6]=2[CH:23]=1.Cl[CH2:25][CH2:26][N:27]1[CH2:31][CH2:30][O:29][C:28]1=[O:32]>>[Cl:1][C:2]1[CH:3]=[CH:4][C:5]2[S:11][C:10]3[CH:12]=[CH:13][C:14]([CH3:16])=[CH:15][C:9]=3[CH2:8][CH:7]([N:17]3[CH2:22][CH2:21][N:20]([CH2:25][CH2:26][N:27]4[CH2:31][CH2:30][O:29][C:28]4=[O:32])[CH2:19][CH2:18]3)[C:6]=2[CH:23]=1. Reported procedure: In a similar manner to that described in Example 1, from 1-(8-chloro-10,11-dihydro-2-methyl-dibenzo[b,f]thiepin-10-yl)-piperazine and N-(beta-chloroethyl)oxazolidinone, there is obtained 3-{2-[4-(8-chloro-10,11-dihydro-2-methyl-dibenzo[b,f]thiepin-10-yl)-1-piperazinyl]-ethyl}-2-oxazolidinone, which after recrystallization from ethyl acetate/petroleum ether, has a melting point of 184°-186°. The maleate salt melts after recrystallization from methanol/ether at 174°-175°. Reactants: ClC1=C2C(=CC(=NC2=CC(=C1)Cl)C(C)=O)OCC1=CC=CC=C1 (5,7-dichloro-4-benzyloxy-2-acetylquinoline), FC(C(=O)O)(F)F (trifluoroacetic acid). The product is ClC1=C2C(C=C(NC2=CC(=C1)Cl)C(C)=O)=O (5,7-Dichloro-2-acetyl-1,4-dihydroquinol-4-one). Reaction SMILES: [Cl:1][C:2]1[CH:11]=[C:10]([Cl:12])[CH:9]=[C:8]2[C:3]=1[C:4]([O:16]CC1C=CC=CC=1)=[CH:5][C:6]([C:13](=[O:15])[CH3:14])=[N:7]2.FC(F)(F)C(O)=O>>[Cl:1][C:2]1[CH:11]=[C:10]([Cl:12])[CH:9]=[C:8]2[C:3]=1[C:4](=[O:16])[CH:5]=[C:6]([C:13](=[O:15])[CH3:14])[NH:7]2. Reported procedure: Combine 5,7-dichloro-4-benzyloxy-2-acetylquinoline (0.75 g, 2.2 mmol) and trifluoroacetic acid (55 mL) and heat to 80° C. After 4 hours evaporate the reaction mixture in vacuo to give a residue. Recrystallize the residue from acetonitrile to give the title compound; mp, 277°-278° C. (dec). Rf =0.29 TLC/silica gel/5% acetone in dichloromethane. Elem. Anal. Calcd. for C11H7Cl2 NO2 : C, 51.59; H, 2.76; N, 5.47. Found: C, 50.65; H, 2.83; N, 5.26. Reactants: [N+](=O)([O-])C=1C=C(OCCCCN2C(C3=CC=CC=C3C2=O)=O)C=CC1 (2-[4-(3-nitro-phenoxy)-butyl]-isoindole-1,3-dione), NN (hydrazine). Run in ClCCl (dichloromethane), C(C)O (ethanol). Reaction conditions: temperature 70 celsius, time 2 hour. Yields the product [N+](=O)([O-])C=1C=C(OCCCCN)C=CC1 (4-(3-Nitro-phenoxy)-butylamine). RXN SMILES: [N+:1]([C:4]1[CH:5]=[C:6]([CH:23]=[CH:24][CH:25]=1)[O:7][CH2:8][CH2:9][CH2:10][CH2:11][N:12]1C(=O)C2C(=CC=CC=2)C1=O)([O-:3])=[O:2].NN>C(O)C.ClCCl>[N+:1]([C:4]1[CH:5]=[C:6]([CH:23]=[CH:24][CH:25]=1)[O:7][CH2:8][CH2:9][CH2:10][CH2:11][NH2:12])([O-:3])=[O:2]. Procedure details: A solution of 17.0 g (50 mmol) of 2-[4-(3-nitro-phenoxy)-butyl]-isoindole-1,3-dione in 1000 ml of ethanol is mixed with 25 ml of hydrazine and stirred for 2 hours at 70° C. After cooling, the precipitate that is formed is suctioned off, and the filtrate is spun in. The residue is taken up in dichloromethane. It is filtered again, and the filtrate is fully concentrated by evaporation. 5.8 g (28 mmol, corresponding to 56% of theory) of the product is obtained.